Dataset: the Open Reaction Database (ORD), a public repository of structured organic reaction records. Task: describe an organic reaction: reactants, conditions, products, and yield Reactants: CCN(C(C)C)C(C)C (DIPEA), OC1=CC=C(C=C1)CCC(=O)O (3-(4-Hydroxyphenyl)propionic acid), FC1=C(CNCCCCCCC)C=CC(=C1)F (N-(2,4-difluorobenzyl)-N-heptylamine), CN(C)C(=[N+](C)C)ON1C2=C(C=CC=C2)N=N1.[B-](F)(F)(F)F (TBTU), C(O)([O-])=O.[Na+] (sodium hydrogencarbonate). The solvent is CN(C)C=O (DMF), C(C)(=O)OCC (Ethyl acetate). Reaction conditions: time 8 hour. Product: FC1=C(CN(C(CCC2=CC=C(C=C2)O)=O)CCCCCCC)C=CC(=C1)F (N-(2,4-difluorobenzyl)-N-heptyl-3-(4-hydroxyphenyl)propanamide). Isolated yield 88.1%. RXN SMILES: [OH:1][C:2]1[CH:7]=[CH:6][C:5]([CH2:8][CH2:9][C:10]([OH:12])=O)=[CH:4][CH:3]=1.[F:13][C:14]1[CH:28]=[C:27]([F:29])[CH:26]=[CH:25][C:15]=1[CH2:16][NH:17][CH2:18][CH2:19][CH2:20][CH2:21][CH2:22][CH2:23][CH3:24].CN(C(ON1N=NC2C=CC=CC1=2)=[N+](C)C)C.[B-](F)(F)(F)F.CCN(C(C)C)C(C)C.C(=O)([O-])O.[Na+]>CN(C=O)C.C(OCC)(=O)C>[F:13][C:14]1[CH:28]=[C:27]([F:29])[CH:26]=[CH:25][C:15]=1[CH2:16][N:17]([CH2:18][CH2:19][CH2:20][CH2:21][CH2:22][CH2:23][CH3:24])[C:10](=[O:12])[CH2:9][CH2:8][C:5]1[CH:4]=[CH:3][C:2]([OH:1])=[CH:7][CH:6]=1 |f:2.3,5.6|. Procedure details: 3-(4-Hydroxyphenyl)propionic acid (108 mg, 0.650 mmol) was dissolved in DMF. N-(2,4-difluorobenzyl)-N-heptylamine (164.7 mg, 0.682 mmol) was added. The mixture was cooled in an ice-bath. TBTU (219 mg, 0.682 mmol) was added and followed by DIPEA (0.238 ml, 1.365 mmol). The mixture was stirred overnight and the temperature was allowed up to room temperature. Ethyl acetate and sodium hydrogencarbonate aqueous solution (sat.) were added and then the two phases were separated. The water phase was ext... Starting materials: BrCc1nc2ccccc2s1, CC(=O)Nc1ccc(S)cc1, CN(C)C=O, CCOC(C)=O, [H-], [Na+]. Yields the product CC(=O)Nc1ccc(SCc2nc3ccccc3s2)cc1. RXN SMILES: [Br:14][CH2:15][c:16]1[s:17][c:18]2[c:19]([n:20]1)[cH:21][cH:22][cH:23][cH:24]2.[C:3]([CH3:4])(=[O:5])[NH:6][c:7]1[cH:8][cH:9][c:10]([SH:13])[cH:11][cH:12]1.[CH3:25][N:26]([CH3:27])[CH:28]=[O:29].[CH3:30][CH2:31][O:32][C:33](=[O:34])[CH3:35].[H-:1].[Na+:2]>>[C:3]([CH3:4])(=[O:5])[NH:6][c:7]1[cH:8][cH:9][c:10]([S:13][CH2:15][c:16]2[s:17][c:18]3[c:19]([n:20]2)[cH:21][cH:22][cH:23][cH:24]3)[cH:11][cH:12]1. Starting materials: O=C1CCN(CC1)C1=CC=C(C(=O)O)C=C1 (4-(4-Oxo-piperidine-1-y)-benzoic acid), Cl.COC([C@@H](N)CC(C)C)=O (L-leucine methyl ester hydrochloride). Product: COC([C@H](CC(C)C)NC(C1=CC=C(C=C1)N1CCC(CC1)=O)=O)=O (4-Methyl-(2S)-2-[4-(4-oxo-piperidine-1-yl)-benzoylamino]-pentanoic acid methyl ester). As a reaction SMILES: [O:1]=[C:2]1[CH2:7][CH2:6][N:5]([C:8]2[CH:16]=[CH:15][C:11]([C:12]([OH:14])=O)=[CH:10][CH:9]=2)[CH2:4][CH2:3]1.Cl.[CH3:18][O:19][C:20](=[O:27])[C@H:21]([CH2:23][CH:24]([CH3:26])[CH3:25])[NH2:22]>>[CH3:18][O:19][C:20](=[O:27])[C@@H:21]([NH:22][C:12](=[O:14])[C:11]1[CH:10]=[CH:9][C:8]([N:5]2[CH2:4][CH2:3][C:2](=[O:1])[CH2:7][CH2:6]2)=[CH:16][CH:15]=1)[CH2:23][CH:24]([CH3:26])[CH3:25] |f:1.2|. Procedure details: The title compound was prepared from 4-(4-oxo-piperidine-1-yl)-benzoic acid (which was obtained in Example 151) and L-leucine methyl ester hydrochloride according to the procedure of Example 154 as a gum; 1H NMR (300 MHz, CDCl3) δ 0.96 (t, J=6.2 Hz, 6H), 1.60-1.80 (m, 3H), 2.57 (t, J=6.1 Hz, 4H), 3.71 (t, J=6.1 Hz, 4H), 3.77 (s, 3H), 4.80-4.90 (m, 1H), 6.40 (d, J=8.2 Hz, 1H), 6.94 (d, J=7.0 Hz, 2H), 7.75 (d, J=7.0 Hz, 1H); MS (ES) m/z: 347.4 (MH+); HRMS Calcd. for C19H26N2O4 (M+): 346.1892. Foun... Starting materials: CC(C)(C)[Si](C)(C)Oc1cccc(I)c1, COc1ccc(CSC(CCc2cccc(O[Si](C)(C)C(C)(C)C)c2)C(Cc2ccc(NC(=O)OC(C)(C)C)nc2)C(=O)OC(C)(C)C)cc1, CCCC[N+](CCCC)(CCCC)CCCC, C1CCOC1, CC(=O)O, CCOC(C)=O, [F-], O, O, O. Reaction SMILES: [C:55]([Si:56]([O:57][c:58]1[cH:59][cH:60][cH:61][c:62]([I:63])[cH:64]1)([CH3:65])[CH3:66])([CH3:67])([CH3:68])[CH3:69].[C:5]([CH3:6])([CH3:7])([CH3:8])[O:9][C:10](=[O:11])[NH:12][c:13]1[cH:14][cH:15][c:16]([CH2:19][CH:20]([C:21](=[O:22])[O:23][C:24]([CH3:25])([CH3:26])[CH3:27])[CH:28]([CH2:29][CH2:30][c:31]2[cH:32][c:33]([O:37][Si:38]([C:39]([CH3:40])([CH3:41])[CH3:42])([CH3:43])[CH3:44])[cH:34][cH:35][cH:36]2)[S:45][CH2:46][c:47]2[cH:48][cH:49][c:50]([O:53][CH3:54])[cH:51][cH:52]2)[cH:17][n:18]1.[CH2:74]([N+:75]([CH2:76][CH2:77][CH2:78][CH3:79])([CH2:80][CH2:81][CH2:82][CH3:83])[CH2:84][CH2:85][CH2:86][CH3:87])[CH2:88][CH2:89][CH3:90].[CH2:91]1[O:92][CH2:93][CH2:94][CH2:95]1.[CH3:1][C:2](=[O:3])[OH:4].[CH3:96][CH2:97][O:98][C:99]([CH3:100])=[O:101].[F-:73].[OH2:70].[OH2:71].[OH2:72]>>[C:5]([CH3:6])([CH3:7])([CH3:8])[O:9][C:10](=[O:11])[NH:12][c:13]1[cH:14][cH:15][c:16]([CH2:19][CH:20]([C:21](=[O:22])[O:23][C:24]([CH3:25])([CH3:26])[CH3:27])[CH:28]([CH2:29][CH2:30][c:31]2[cH:32][c:33]([OH:37])[cH:34][cH:35][cH:36]2)[S:45][CH2:46][c:47]2[cH:48][cH:49][c:50]([O:53][CH3:54])[cH:51][cH:52]2)[cH:17][n:18]1. Product: COc1ccc(CSC(CCc2cccc(O)c2)C(Cc2ccc(NC(=O)OC(C)(C)C)nc2)C(=O)OC(C)(C)C)cc1. The reactants are N1CCC2(CC1)CSC1=C(O2)C2=CC=CC=C2C(C1=O)=O (spiro[naphtho[1,2-b][1,4]oxathiine-2,4′-piperidine]-5,6-dione), BrCC1=CC=C(C=C1)F (1-(bromomethyl)-4-fluorobenzene). Product: FC1=CC=C(CN2CCC3(CC2)CSC2=C(O3)C3=CC=CC=C3C(C2=O)=O)C=C1 (1′-(4-fluorobenzyl)spiro[naphtho[1,2-b][1,4]oxathiine-2,4′-piperidine]-5,6-dione). RXN SMILES: [NH:1]1[CH2:6][CH2:5][C:4]2([O:11][C:10]3[C:12]4[C:17]([C:18](=[O:21])[C:19](=[O:20])[C:9]=3[S:8][CH2:7]2)=[CH:16][CH:15]=[CH:14][CH:13]=4)[CH2:3][CH2:2]1.Br[CH2:23][C:24]1[CH:29]=[CH:28][C:27]([F:30])=[CH:26][CH:25]=1>>[F:30][C:27]1[CH:28]=[CH:29][C:24]([CH2:23][N:1]2[CH2:2][CH2:3][C:4]3([O:11][C:10]4[C:12]5[C:17]([C:18](=[O:21])[C:19](=[O:20])[C:9]=4[S:8][CH2:7]3)=[CH:16][CH:15]=[CH:14][CH:13]=5)[CH2:5][CH2:6]2)=[CH:25][CH:26]=1. Procedure: Compound 125 was synthesized using spiro[naphtho[1,2-b][1,4]oxathiine-2,4′-piperidine]-5,6-dione, 1-(bromomethyl)-4-fluorobenzene and conditions outlined in procedure V. M.p.=104-106° C.; 400 MHz 1H NMR (CDCl3) δ 8.05 (d, 1H), 7.75 (d, 1H), 7.65 (t, 1H), 7.5 (t, 1H), 7.3 (m, 2H), 7.0 (t, 2H), 3.55 (s, 2H), 2.9 (s, 2H), 2.75 (d, 2H), 2.45 (t, 2H), 2.1 (d, 2H), 1.85 (t, 2H); LCMS: 410 [M+H]. Reactants: [H-].C(C(C)C)[Al+]CC(C)C (Diisobutylaluminium hydride), C1(=CC=CC=C1)C (toluene), O1C=C(C=2C1=NC=CC2)C(=O)OC (methyl furo[2,3-b]pyridine-3-carboxylate). Solvent: O1CCCC1 (tetrahydrofuran). Run at temperature -75 celsius, time 40 minute. The product is OCC1=COC2=NC=CC=C21 (3-Hydroxymethylfuro[2,3-b]pyridine). Isolated yield 92.6%. As a reaction SMILES: [H-].C([Al+]CC(C)C)C(C)C.C1(C)C=CC=CC=1.[O:18]1[C:22]2=[N:23][CH:24]=[CH:25][CH:26]=[C:21]2[C:20]([C:27](OC)=[O:28])=[CH:19]1>O1CCCC1>[OH:28][CH2:27][C:20]1[C:21]2[C:22](=[N:23][CH:24]=[CH:25][CH:26]=2)[O:18][CH:19]=1 |f:0.1|. Procedure: Diisobutylaluminium hydride in toluene (1.5M; 2.4 ml, 3.6 mmol) was added dropwise to a solution of methyl furo[2,3-b]pyridine-3-carboxylate (0.28 g, 1.58 mmol) in tetrahydrofuran (10 ml) at -75° C. The resulting solution was stirred at -75° C. for 40 minutes, the cooling bath removed and the mixture allowed to warm to room temperature. The reaction mixture was stirred at room temperature for 15 minutes, recooled to -40° C. and quenched by sequential addition of methanol (0.5 ml), water (0.25 ml... Starting materials: N(=O)[O-].[Na+] (sodium nitrite), ice water, ClC1=C(C=CC=C1Cl)NC(=O)C1=CC=C(C=C1)CC(=O)N (4-(2,3-dichlorophenylcarbamoyl)phenylacetamide), S(O)(O)(=O)=O (sulfuric acid). Solvent: O (water), C(C)(=O)O (acetic acid). Reaction conditions: time 2 hour. Product: ClC1=C(C=CC=C1Cl)NC(=O)C1=CC=C(C=C1)CC(=O)O (4-(2,3-dichlorophenylcarbamoyl) phenyl acetic acid). Yield: 91.3%. Reaction SMILES: [Cl:1][C:2]1[C:7]([Cl:8])=[CH:6][CH:5]=[CH:4][C:3]=1[NH:9][C:10]([C:12]1[CH:17]=[CH:16][C:15]([CH2:18][C:19](N)=[O:20])=[CH:14][CH:13]=1)=[O:11].S(=O)(=O)(O)[OH:23].N([O-])=O.[Na+]>C(O)(=O)C.O>[Cl:1][C:2]1[C:7]([Cl:8])=[CH:6][CH:5]=[CH:4][C:3]=1[NH:9][C:10]([C:12]1[CH:17]=[CH:16][C:15]([CH2:18][C:19]([OH:20])=[O:23])=[CH:14][CH:13]=1)=[O:11] |f:2.3|. Procedure details: 10.7 g of 4-(2,3-dichlorophenylcarbamoyl)phenylacetamide was dispersed in 100 ml of acetic acid, and 17.5 ml of sulfuric acid was added. Then, a solution obtained by dissolving 3.2 g of sodium nitrite in 17.5 ml of water, was dropwise added to bring the reaction temperature to a level of 20° C.±5° C. Thereafter, the mixture was stirred at room temperature for two hours, and then poured into 400 ml of ice water. The resulting crystals are collected by filtration, thoroughly washed with water and ... Starting materials: CC(CCBr)C (3-methylbutyl bromide), [Mg] (magnesium), Cl[SiH]1CCC(CC1)C1=CC=C(C=C1)C1=CC(=C(C=C1)F)F (4'-(4-chloro-4-silacyclohexyl)-3,4-difluorobiphenyl). The solvent is C1CCOC1 (THF), C1CCOC1 (THF). Yields the product CC(CC[Si@@H]1CC[C@H](CC1)C1=CC=C(C=C1)C1=CC(=C(C=C1)F)F)C (4'-(trans-4-(3-methylbutyl)-4-silacyclohexyl)-3,4-difluorobiphenyl). Yield: 90.0%. Reaction SMILES: [CH3:1][CH:2]([CH3:6])[CH2:3][CH2:4]Br.[Mg].Cl[SiH:9]1[CH2:14][CH2:13][CH:12]([C:15]2[CH:20]=[CH:19][C:18]([C:21]3[CH:26]=[CH:25][C:24]([F:27])=[C:23]([F:28])[CH:22]=3)=[CH:17][CH:16]=2)[CH2:11][CH2:10]1>C1COCC1>[CH3:1][CH:2]([CH3:6])[CH2:3][CH2:4][Si@H:9]1[CH2:10][CH2:11][C@H:12]([C:15]2[CH:16]=[CH:17][C:18]([C:21]3[CH:26]=[CH:25][C:24]([F:27])=[C:23]([F:28])[CH:22]=3)=[CH:19][CH:20]=2)[CH2:13][CH2:14]1. Procedure details: 2.5 g (20 mmol) of 3-methylbutyl bromide was dripped into a mixture of 0.5 g of magnesium (21 mmol) and 50 ml of THF to obtain a Grignard's reagent. This solution was then dripped into a 50 ml THF solution of 6.5 g (21 mmol) of 4'-(4-chloro-4-silacyclohexyl)-3,4-difluorobiphenyl to obtain 4'-(trans-4-(3-methylbutyl)-4-silacyclohexyl)-3,4-difluorobiphenyl. The silacyclohexane rings of this product were a mixture of trans and cis isomers. They were separated by means of chromatography to obtain 6.... Reactants: C(C)(C)N(CC)C(C)C (diisopropylethylamine), BrC=1C(=NC(NC1)=O)N (5-bromocytosine), FC1CNCCC1 (3-fluoropiperidine). Yields the product NC1=C(C=NC(N1)=O)N1CC(CCC1)F (6-amino-5-(3-fluoropiperidin-1-yl)pyrimidin-2(1H)-one), solid. The yield is 24.0%. Reaction SMILES: Br[C:2]1[C:3]([NH2:9])=[N:4][C:5](=[O:8])[NH:6][CH:7]=1.[F:10][CH:11]1[CH2:16][CH2:15][CH2:14][NH:13][CH2:12]1.C(N(C(C)C)CC)(C)C>>[NH2:9][C:3]1[NH:4][C:5](=[O:8])[N:6]=[CH:7][C:2]=1[N:13]1[CH2:14][CH2:15][CH2:16][CH:11]([F:10])[CH2:12]1. Procedure: Method 8 was followed using 1 eq. of 5-bromocytosine, 1.25 eq. of 3-fluoropiperidine and 2.5 eq. of diisopropylethylamine at 120° C. for 2 days yielding 6-amino-5-(3-fluoropiperidin-1-yl)pyrimidin-2(1H)-one as an orange crunchy solid (24%). LCMS (m/z): 213.0 (MH+); LC Rt=1.07 min.